From a dataset of the Open Reaction Database (ORD), a public repository of structured organic reaction records. describe an organic reaction: reactants, conditions, products, and yield Starting materials: C(=O)C1=CC=C(C=C1)C1=NC(=NO1)C1=CC(=C(OCC(CNC(CO)=O)O)C(=C1)C)C (rac-N-(3-{4-[5-(4-formyl-phenyl)-[1,2,4]oxadiazol-3-yl]-2,6-dimethyl-phenoxy}-2-hydroxy-propyl)-2-hydroxy-acetamide), CNC (dimethyl amine). The product is CN(C)CC1=CC=C(C=C1)C1=NC(=NO1)C1=CC(=C(OCC(CNC(CO)=O)O)C(=C1)C)C (rac-N-(3-{4-[5-(4-dimethylaminomethyl-phenyl)-[1,2,4]oxadiazol-3-yl]-2,6-di-methyl-phenoxy}-2-hydroxy-propyl)-2-hydroxy-acetamide). As a reaction SMILES: [CH:1]([C:3]1[CH:8]=[CH:7][C:6]([C:9]2[O:13][N:12]=[C:11]([C:14]3[CH:29]=[C:28]([CH3:30])[C:17]([O:18][CH2:19][CH:20]([OH:27])[CH2:21][NH:22][C:23](=[O:26])[CH2:24][OH:25])=[C:16]([CH3:31])[CH:15]=3)[N:10]=2)=[CH:5][CH:4]=1)=O.[CH3:32][NH:33][CH3:34]>>[CH3:32][N:33]([CH2:1][C:3]1[CH:8]=[CH:7][C:6]([C:9]2[O:13][N:12]=[C:11]([C:14]3[CH:29]=[C:28]([CH3:30])[C:17]([O:18][CH2:19][CH:20]([OH:27])[CH2:21][NH:22][C:23](=[O:26])[CH2:24][OH:25])=[C:16]([CH3:31])[CH:15]=3)[N:10]=2)=[CH:5][CH:4]=1)[CH3:34]. Procedure: The title compound was prepared starting from rac-N-(3-{4-[5-(4-formyl-phenyl)-[1,2,4]oxadiazol-3-yl]-2,6-dimethyl-phenoxy}-2-hydroxy-propyl)-2-hydroxy-acetamide and dimethyl amine according to Method B. LC-MS*: tR=0.78 min; [M+1]+=455.38, 1H NMR (CDCl3): δ2.30 (s, 6H), 2.38 (s, 6H), 3.47-3.53 (m, 1H), 3.54 (s, 2H), 3.75-3.93 (m, 3H), 4.16-4.25 (m, 3H), 7.00 (br s, 1H), 7.53 (d, J=7.8 Hz, 2H), 7.86 (s, 2H), 8.19 (d, J=7.3 Hz, 2H).